This data is from the Open Reaction Database (ORD), a public repository of structured organic reaction records. The task is: describe an organic reaction: reactants, conditions, products, and yield Starting materials: CC(C)(OC1=CC=C(C=C1)C1=NC(=NO1)C(=O)OCC)C1=NN=C(N1C)C1=C(C=CC=C1)C(F)(F)F (Ethyl 5-[4-(1-methyl-1-{4-methyl-5-[2-(trifluoromethyl)phenyl]-4H-1,2,4-triazol-3-yl}ethoxy)phenyl]-1,2,4-oxadiazole-3-carboxylate), [OH-].[Na+] (sodium hydroxide), O (Water), Cl (hydrochloric acid). Run in C(C)O (ethanol). Conditions: time 5 minute. The product is CC(C)(OC1=CC=C(C=C1)C1=NC(=NO1)C(=O)O)C1=NN=C(N1C)C1=C(C=CC=C1)C(F)(F)F (5-[4-(1-methyl-1-{4-methyl-5-[2-(trifluoromethyl)phenyl]-4H-1,2,4-triazol-3-yl}ethoxy)phenyl]-1,2,4-oxadiazole-3-carboxylic acid). Yield: 87.4%. RXN SMILES: [CH3:1][C:2]([C:21]1[N:25]([CH3:26])[C:24]([C:27]2[CH:32]=[CH:31][CH:30]=[CH:29][C:28]=2[C:33]([F:36])([F:35])[F:34])=[N:23][N:22]=1)([O:4][C:5]1[CH:10]=[CH:9][C:8]([C:11]2[O:15][N:14]=[C:13]([C:16]([O:18]CC)=[O:17])[N:12]=2)=[CH:7][CH:6]=1)[CH3:3].[OH-].[Na+].O.Cl>C(O)C>[CH3:3][C:2]([C:21]1[N:25]([CH3:26])[C:24]([C:27]2[CH:32]=[CH:31][CH:30]=[CH:29][C:28]=2[C:33]([F:36])([F:35])[F:34])=[N:23][N:22]=1)([O:4][C:5]1[CH:10]=[CH:9][C:8]([C:11]2[O:15][N:14]=[C:13]([C:16]([OH:18])=[O:17])[N:12]=2)=[CH:7][CH:6]=1)[CH3:1] |f:1.2|. Reported procedure: Ethyl 5-[4-(1-methyl-1-{4-methyl-5-[2-(trifluoromethyl)phenyl]-4H-1,2,4-triazol-3-yl}ethoxy)phenyl]-1,2,4-oxadiazole-3-carboxylate (251 mg) was suspended in ethanol (5 ml) and a 1M aqueous sodium hydroxide solution (1 ml) was added thereto, followed by stirring for 5 minutes. Water and 1M hydrochloric acid were added to the reaction solution, followed by extraction with ethyl acetate. The organic layer was dried over anhydrous magnesium sulfate and concentrated under reduced pressure. The result... The reactants are FC1=CC2=C(C(=NO2)C2CCN(CC2)CCN2C(C=3C(C2=O)=CC=CC3)=O)C=C1 (N-[2-[4-(6-fluoro-1,2-benzisoxazol-3-yl)-1-piperidinyl]ethyl]phthalimide), [BH4-].[Na+] (NaBH4). Solvent: CO (methanol), C(Cl)Cl (DCM). Run at time 0.5 hour. The product is FC1=CC2=C(C(=NO2)C2CCN(CC2)CCN2C(C3=CC=CC=C3C2O)=O)C=C1 (2,3-dihydro-2-[2-[4-(6-Fluoro-1,2-benzisoxazol-3-yl)-1-piperidinyl]ethyl]-3-hydroxy-1H-isoindol-1-one). Yield: 89.4%. Reaction SMILES: [F:1][C:2]1[CH:29]=[CH:28][C:5]2[C:6]([CH:9]3[CH2:14][CH2:13][N:12]([CH2:15][CH2:16][N:17]4[C:21](=[O:22])[C:20]5=[CH:23][CH:24]=[CH:25][CH:26]=[C:19]5[C:18]4=[O:27])[CH2:11][CH2:10]3)=[N:7][O:8][C:4]=2[CH:3]=1.[BH4-].[Na+]>CO.C(Cl)Cl>[F:1][C:2]1[CH:29]=[CH:28][C:5]2[C:6]([CH:9]3[CH2:14][CH2:13][N:12]([CH2:15][CH2:16][N:17]4[CH:21]([OH:22])[C:20]5[C:19](=[CH:26][CH:25]=[CH:24][CH:23]=5)[C:18]4=[O:27])[CH2:11][CH2:10]3)=[N:7][O:8][C:4]=2[CH:3]=1 |f:1.2|. Procedure details: To a suspension of N-[2-[4-(6-fluoro-1,2-benzisoxazol-3-yl)-1-piperidinyl]ethyl]phthalimide (7.8 g, 19.8 mmol) in methanol (250 ml) and DCM (30 ml) was added NaBH4 (1.7 g, 45.5 mmol) at room temperature under nitrogen. After stirring for 0.5 hours the homogeneous reaction mixture was concentrated. The remaining solid was purified on a flash chromatography column (SiO2, 1:1 EtOAc/DCM, increased to 10% MeOH) to give 7.0 g (90%) of the desired product as a solid which was recrystallized from EtOAc,... Starting materials: C(CC)C=1C(C=C(C(C1C(C)(C)C)=O)C(C)C)=O (2-propyl-3-t-butyl-5-isopropylbenzoquinone), C[SiH](O[SiH](C)C)C (1,1,3,3-tetramethyldisiloxane), II (iodine). The solvent is C(Cl)Cl (methylene chloride). Yields the product C(CC)C1=C(C=C(C(=C1C(C)(C)C)O)C(C)C)O (2-propyl-3-t-butyl-4-hydroxy-5-isopropylphenol). Reaction SMILES: [CH2:1]([C:4]1[C:5](=[O:18])[CH:6]=[C:7]([CH:15]([CH3:17])[CH3:16])[C:8](=[O:14])[C:9]=1[C:10]([CH3:13])([CH3:12])[CH3:11])[CH2:2][CH3:3].C[SiH](C)O[SiH](C)C.II>C(Cl)Cl>[CH2:1]([C:4]1[C:9]([C:10]([CH3:12])([CH3:11])[CH3:13])=[C:8]([OH:14])[C:7]([CH:15]([CH3:17])[CH3:16])=[CH:6][C:5]=1[OH:18])[CH2:2][CH3:3]. Procedure: Dissolve 2-propyl-3-t-butyl-5-isopropylbenzoquinone (10 mmol), 1,1,3,3-tetramethyldisiloxane (1.79 mL, 10 mmol) and iodine (0.05 g) in methylene chloride (30 mL). Stir at reflux for 30 minutes and extract with 1N sodium hydroxide (30 mL). Acidify the aqueous phase with concentrated hydrochloric acid and extract into ethyl acetate (4×10 mL), dry (Na2SO4) and evaporate the solvent in vacuo to give 2-propyl-3-t-butyl-4-hydroxy-5-isopropylphenol. The reactants are C1CCNC1, O=C(Cl)Oc1ccccc1, COc1cc(N)c(Cl)cc1C(=O)NC1CCN(CC2CCN(C(=O)Oc3ccccc3)CC2)CC1. Yields the product COc1cc(N)c(Cl)cc1C(=O)NC1CCN(CC2CCN(C(=O)N3CCCC3)CC2)CC1. RXN SMILES: [CH2:46]1[CH2:47][CH2:48][NH:49][CH2:50]1.[Cl:36][C:37]([O:38][c:39]1[cH:40][cH:41][cH:42][cH:43][cH:44]1)=[O:45].[NH2:1][c:2]1[cH:3][c:4]([O:34][CH3:35])[c:5]([C:6](=[O:7])[NH:8][CH:9]2[CH2:10][CH2:11][N:12]([CH2:15][CH:16]3[CH2:17][CH2:18][N:19]([C:22](=[O:23])[O:24][c:25]4[cH:26][cH:27][cH:28][cH:29][cH:30]4)[CH2:20][CH2:21]3)[CH2:13][CH2:14]2)[cH:31][c:32]1[Cl:33]>>[NH2:1][c:2]1[cH:3][c:4]([O:34][CH3:35])[c:5]([C:6](=[O:7])[NH:8][CH:9]2[CH2:10][CH2:11][N:12]([CH2:15][CH:16]3[CH2:17][CH2:18][N:19]([C:22](=[O:23])[N:49]4[CH2:48][CH2:47][CH2:46][CH2:50]4)[CH2:20][CH2:21]3)[CH2:13][CH2:14]2)[cH:31][c:32]1[Cl:33]. The reactants are C(Cl)Cl (methylene chloride), C(C)(=O)OCC (ethyl acetate), C1(=CC=CC=C1)CCOC1C(CC(CC1)N=[N+]=[N-])F (4-Azido-2-fluorocyclohexyl 2-phenylethyl ether). The reagents and catalysts are [Pd] (palladium on carbon). The solvent is CO (methanol). Yields the product [OH-].[NH4+] (ammonium hydroxide), FC1CC(CCC1OCCC1=CC=CC=C1)N ([3-Fluoro-4-(2-phenylethoxy)cyclohexyl]amine), oil. The yield is 85.0%. Reaction SMILES: C(OCC)(=[O:3])C.[C:7]1([CH2:13][CH2:14][O:15][CH:16]2[CH2:21][CH2:20][CH:19]([N:22]=[N+]=[N-])[CH2:18][CH:17]2[F:25])[CH:12]=[CH:11][CH:10]=[CH:9][CH:8]=1.C(Cl)Cl>[Pd].CO>[OH-:3].[NH4+:22].[F:25][CH:17]1[CH:16]([O:15][CH2:14][CH2:13][C:7]2[CH:12]=[CH:11][CH:10]=[CH:9][CH:8]=2)[CH2:21][CH2:20][CH:19]([NH2:22])[CH2:18]1 |f:5.6|. Reported procedure: To an ethyl acetate (80 mL) solution of 4-Azido-2-fluorocyclohexyl 2-phenylethyl ether (0.677 g, 2.57 mmol) was added 10% palladium on carbon (0.200 g). The resulting mixture was hydrogenated using a balloon. After 1 h the contents of the reaction flask were filtered through Celite® and the filtrate evaporated under reduced pressure. Flash column chromatography (methylene chloride:methanol:ammonium hydroxide, 90:10:1) gave [3-Fluoro-4-(2-phenylethoxy)cyclohexyl]amine as a waxy oil (0.519 g, 85% ... Starting materials: O=C(CC1CCCCC1)Nc1c(Cl)ccc2nc(Cl)ccc12, NC1CCNCC1. The product is NC1CCN(c2ccc3c(NC(=O)CC4CCCCC4)c(Cl)ccc3n2)CC1. Reaction SMILES: [Cl:1][c:2]1[n:3][c:4]2[cH:5][cH:6][c:7]([Cl:22])[c:8]([NH:12][C:13]([CH2:14][CH:15]3[CH2:16][CH2:17][CH2:18][CH2:19][CH2:20]3)=[O:21])[c:9]2[cH:10][cH:11]1.[NH:23]1[CH2:24][CH2:25][CH:26]([NH2:29])[CH2:27][CH2:28]1>>[c:2]1([N:23]2[CH2:24][CH2:25][CH:26]([NH2:29])[CH2:27][CH2:28]2)[n:3][c:4]2[cH:5][cH:6][c:7]([Cl:22])[c:8]([NH:12][C:13]([CH2:14][CH:15]3[CH2:16][CH2:17][CH2:18][CH2:19][CH2:20]3)=[O:21])[c:9]2[cH:10][cH:11]1. Reactants: O (water), C(CC)[C@@H]1CC[C@H](CC1)C1=CC(=C(C=C1)O)N (4-(trans-4-n-propylcyclohexyl)-2-amino-phenol), C([O-])([O-])=O.[K+].[K+] (potassium carbonate), C(C1=CC=CC=C1)Br (benzyl bromide). Run in CN(C=O)C (N,N-dimethyl-formamide). Yields the product C(C1=CC=CC=C1)OC1=C(C=C(C=C1)[C@@H]1CC[C@H](CC1)CCC)N (4-(trans-4-n-propylcyclohexyl)-2-aminophenyl benzyl ether). As a reaction SMILES: [CH2:1]([C@H:4]1[CH2:9][CH2:8][C@H:7]([C:10]2[CH:15]=[CH:14][C:13]([OH:16])=[C:12]([NH2:17])[CH:11]=2)[CH2:6][CH2:5]1)[CH2:2][CH3:3].C(=O)([O-])[O-].[K+].[K+].[CH2:24](Br)[C:25]1[CH:30]=[CH:29][CH:28]=[CH:27][CH:26]=1.O>CN(C)C=O>[CH2:24]([O:16][C:13]1[CH:14]=[CH:15][C:10]([C@H:7]2[CH2:8][CH2:9][C@H:4]([CH2:1][CH2:2][CH3:3])[CH2:5][CH2:6]2)=[CH:11][C:12]=1[NH2:17])[C:25]1[CH:30]=[CH:29][CH:28]=[CH:27][CH:26]=1 |f:1.2.3|. Procedure: 116.5 g of 4-(trans-4-n-propylcyclohexyl)-2-amino-phenol, 80 g of potassium carbonate and 110 g of benzyl bromide are heated to 100° for 10 seconds in 500 ml of N,N-dimethyl-formamide. Subsequently, the reaction mixture is poured into 1 l of water. From the mixture obtained, the 4-(trans-4-n-propylcyclohexyl)-2-aminophenyl benzyl ether formed is extracted with dichloromethane and, after distilling off of the extraction agent, is recrystallized from isopropanol; yield 120 g.